This data is from the Open Reaction Database (ORD), a public repository of structured organic reaction records. The task is: describe an organic reaction: reactants, conditions, products, and yield The reactants are O1C(C1)COC1=C2C=CNC2=CC=C1 (4-(oxiranylmethoxy)-1H-indole), CN1C(=CC=C1)CCN (2-(1-methyl-1H-pyrrol-2-yl)ethylamine). Product: N1C=CC2=C(C=CC=C12)OCC(CNCCC=1N(C=CC1)C)O (1-(4-indolyloxy)-3-([2-(1-methyl-1H-pyrrol-2-yl)ethyl]amino)-2-propanol). The yield is 60.0%. As a reaction SMILES: [O:1]1[CH2:3][CH:2]1[CH2:4][O:5][C:6]1[CH:14]=[CH:13][CH:12]=[C:11]2[C:7]=1[CH:8]=[CH:9][NH:10]2.[CH3:15][N:16]1[CH:20]=[CH:19][CH:18]=[C:17]1[CH2:21][CH2:22][NH2:23]>>[NH:10]1[C:11]2[C:7](=[C:6]([O:5][CH2:4][CH:2]([OH:1])[CH2:3][NH:23][CH2:22][CH2:21][C:17]3[N:16]([CH3:15])[CH:20]=[CH:19][CH:18]=3)[CH:14]=[CH:13][CH:12]=2)[CH:8]=[CH:9]1. Procedure: The title compound was prepared in similar fashion from 4-(oxiranylmethoxy)-1H-indole and 2-(1-methyl-1H-pyrrol-2-yl)ethylamine in 60% yield. FDMS m/e=313. mp 105°-106°.